The task is: describe an organic reaction: reactants, conditions, products, and yield. This data is from the Open Reaction Database (ORD), a public repository of structured organic reaction records. Starting materials: C1(=CC=CC=C1)N=C=S (phenylisothiocyanate), thien-2-carboxyhydrazide, COC1=CC=C(C=C1)N=C=S (4-methoxyphenylisothiocyanate), N1C=C(C2=CC=CC=C12)CC(=O)NN (2-(indol-3-yl)acetic acid hydrazide). Product: C1(=CC=CC=C1)NC(=S)NNC(CC1=CNC2=CC=CC=C12)=O (N1-Phenylaminothiocarbonyl-N2-[2-(indol-3-yl)acetyl]hydrazine). Isolated yield 72.9%. Reaction SMILES: [C:1]1([N:7]=[C:8]=[S:9])[CH:6]=[CH:5][CH:4]=[CH:3][CH:2]=1.COC1C=CC(N=C=S)=CC=1.[NH:21]1[C:29]2[C:24](=[CH:25][CH:26]=[CH:27][CH:28]=2)[C:23]([CH2:30][C:31]([NH:33][NH2:34])=[O:32])=[CH:22]1>>[C:1]1([NH:7][C:8]([NH:34][NH:33][C:31](=[O:32])[CH2:30][C:23]2[C:24]3[C:29](=[CH:28][CH:27]=[CH:26][CH:25]=3)[NH:21][CH:22]=2)=[S:9])[CH:6]=[CH:5][CH:4]=[CH:3][CH:2]=1. Procedure: By substituting 1.5 g of phenylisothiocyanate for the 4-methoxyphenylisothiocyanate and 2 g of 2-(indol-3-yl)acetic acid hydrazide for the thien-2-carboxyhydrazide in the method of Example 97, 2.5 g of the title compound is obtained as an off-white solid. Starting materials: C(CCC)(=O)C=1C=NC2=C(C=CC=C2C1Cl)C (3-Butyryl-4-chloro-8-methylquinoline), FC1=C(N)C=CC=C1 (2-fluoroaniline). Solvent: O1CCOCC1 (1,4-dioxan). Product: C(CCC)(=O)C=1C=NC2=C(C=CC=C2C1NC1=C(C=CC=C1)F)C (3-butyryl-4-(2-fluorophenylamino)-8-methylquinoline). Isolated yield 68.6%. RXN SMILES: [C:1]([C:6]1[CH:7]=[N:8][C:9]2[C:14]([C:15]=1Cl)=[CH:13][CH:12]=[CH:11][C:10]=2[CH3:17])(=[O:5])[CH2:2][CH2:3][CH3:4].[F:18][C:19]1[CH:25]=[CH:24][CH:23]=[CH:22][C:20]=1[NH2:21]>O1CCOCC1>[C:1]([C:6]1[CH:7]=[N:8][C:9]2[C:14]([C:15]=1[NH:21][C:20]1[CH:22]=[CH:23][CH:24]=[CH:25][C:19]=1[F:18])=[CH:13][CH:12]=[CH:11][C:10]=2[CH3:17])(=[O:5])[CH2:2][CH2:3][CH3:4]. Reported procedure: 3-Butyryl-4-chloro-8-methylquinoline (2.48 g, 10 mmol), 2-fluoroaniline (1.45 ml, 15 mmol) and 1,4-dioxan (10 ml) were stirred at room temperature overnight then heated at reflux for 30 minutes. The hydrochloride salt was filtered off, converted to free base and recrystallised from aqueous ethanol to give 3-butyryl-4-(2-fluorophenylamino)-8-methylquinoline (2.21 g), m.p. 109°-111°. Starting materials: [Si](C)(C)(C)I (TMSI), C(C1=CC=CC=C1)OC=1C(=CC(=C2C=CC=NC12)Cl)CC(N)C1=CC(=CC=C1)C=1SC(=CC1)C (2-[8-(benzyloxy)-5-chloroquinolin-7-yl]-1-[3-(5-methyl-2-thienyl)phenyl]ethanamine), C(C)(C)(C)C1=CC=C(OCC(=O)Cl)C=C1 (4-tert-butyl-phenoxyacetyl chloride). The solvent is C(C)(=O)OCC (Ethyl acetate). The product is C(C1=CC=CC=C1)OC=1C(=CC(=C2C=CC=NC12)Cl)CC(C1=CC(=CC=C1)C=1SC(=CC1)C)NC(COC1=CC=C(C=C1)C(C)(C)C)=O (N-{2-(8-Benzyloxy-5-chloro-quinolin-7-yl)-1-[3-(5-methyl-thiophen-2-yl)-phenyl]-ethyl}-2-(4-tert-butyl-phenoxy)-acetamide), C(C)(C)(C)C1=CC=C(OCC(=O)NC(CC2=CC(=C3C=CC=NC3=C2O)Cl)C2=CC(=CC=C2)C=2SC(=CC2)C)C=C1 (2-(4-tert-Butylphenoxy)-N-{2-(5-chloro-8-hydroxyquinolin-7-yl)-1-[3-(5-methyl-2-thienyl)phenyl]ethyl}acetamide). The yield is 126.6%. RXN SMILES: [CH2:1]([O:8][C:9]1[C:10]([CH2:20][CH:21]([C:23]2[CH:28]=[CH:27][CH:26]=[C:25]([C:29]3[S:30][C:31]([CH3:34])=[CH:32][CH:33]=3)[CH:24]=2)[NH2:22])=[CH:11][C:12]([Cl:19])=[C:13]2[C:18]=1[N:17]=[CH:16][CH:15]=[CH:14]2)[C:2]1[CH:7]=[CH:6][CH:5]=[CH:4][CH:3]=1.[C:35]([C:39]1[CH:49]=[CH:48][C:42]([O:43][CH2:44][C:45](Cl)=[O:46])=[CH:41][CH:40]=1)([CH3:38])([CH3:37])[CH3:36].[Si](I)(C)(C)C>C(OCC)(=O)C>[CH2:1]([O:8][C:9]1[C:10]([CH2:20][CH:21]([NH:22][C:45](=[O:46])[CH2:44][O:43][C:42]2[CH:48]=[CH:49][C:39]([C:35]([CH3:37])([CH3:36])[CH3:38])=[CH:40][CH:41]=2)[C:23]2[CH:28]=[CH:27][CH:26]=[C:25]([C:29]3[S:30][C:31]([CH3:34])=[CH:32][CH:33]=3)[CH:24]=2)=[CH:11][C:12]([Cl:19])=[C:13]2[C:18]=1[N:17]=[CH:16][CH:15]=[CH:14]2)[C:2]1[CH:7]=[CH:6][CH:5]=[CH:4][CH:3]=1.[C:35]([C:39]1[CH:49]=[CH:48][C:42]([O:43][CH2:44][C:45]([NH:22][CH:21]([C:23]2[CH:28]=[CH:27][CH:26]=[C:25]([C:29]3[S:30][C:31]([CH3:34])=[CH:32][CH:33]=3)[CH:24]=2)[CH2:20][C:10]2[C:9]([OH:8])=[C:18]3[C:13]([CH:14]=[CH:15][CH:16]=[N:17]3)=[C:12]([Cl:19])[CH:11]=2)=[O:46])=[CH:41][CH:40]=1)([CH3:38])([CH3:36])[CH3:37]. Procedure: N-{2-(8-Benzyloxy-5-chloro-quinolin-7-yl)-1-[3-(5-methyl-thiophen-2-yl)-phenyl]-ethyl}-2-(4-tert-butyl-phenoxy)-acetamide was prepared from 2-[8-(benzyloxy)-5-chloroquinolin-7-yl]-1-[3-(5-methyl-2-thienyl)phenyl]ethanamine (0.414 mmol) and 4-tert-butyl-phenoxyacetyl chloride (0.455 mmol, 1.1 eq.) according to the general procedure described above (Alternate General Procedure for N-Acylations). Ethyl acetate was used in place of dichloromethane in the workup procedure. Crude product obtained was ... Reactants: O=C1CCC(=O)N1Br, O=C1OCc2cc(Br)ccc21, ClC(Cl)(Cl)Cl. Product: O=C1OC(Br)c2cc(Br)ccc21. RXN SMILES: [Br:12][N:13]1[C:14](=[O:15])[CH2:16][CH2:17][C:18]1=[O:19].[Br:1][c:2]1[cH:3][c:4]2[c:8]([cH:9][cH:10]1)[C:7](=[O:11])[O:6][CH2:5]2.[Cl:20][C:21]([Cl:22])([Cl:23])[Cl:24]>>[Br:1][c:2]1[cH:3][c:4]2[c:8]([cH:9][cH:10]1)[C:7](=[O:11])[O:6][CH:5]2[Br:12]. Starting materials: C(C)OC(=O)C1C(N=C(NC1=O)SC)C1=CC=CC=C1 (5-ethyloxycarbonyl-2-methylthio-4-phenyl-4,5-dihydro-6-oxopyrimidine), ClC=1C(C(=C(C(C1Cl)=O)C#N)C#N)=O (2,3-dichloro-5,6-dicyano-1,4-benzoquinone). Run in C(C)(C)O (isopropanol). Reaction conditions: time 16 hour. Yields the product C(C)OC(=O)C1=C(N=C(NC1=O)SC)C1=CC=CC=C1 (5-Ethyloxycarbonyl-2-methylthio-4-phenyl-6-oxopyrimidine). RXN SMILES: [CH2:1]([O:3][C:4]([CH:6]1[C:11](=[O:12])[NH:10][C:9]([S:13][CH3:14])=[N:8][CH:7]1[C:15]1[CH:20]=[CH:19][CH:18]=[CH:17][CH:16]=1)=[O:5])[CH3:2].ClC1C(=O)C(C#N)=C(C#N)C(=O)C=1Cl>C(O)(C)C>[CH2:1]([O:3][C:4]([C:6]1[C:11](=[O:12])[NH:10][C:9]([S:13][CH3:14])=[N:8][C:7]=1[C:15]1[CH:16]=[CH:17][CH:18]=[CH:19][CH:20]=1)=[O:5])[CH3:2]. Procedure: A mixture of 5-ethyloxycarbonyl-2-methylthio-4-phenyl-4,5-dihydro-6-oxopyrimidine (273 mg) and 2,3-dichloro-5,6-dicyano-1,4-benzoquinone (200 mg) in isopropanol (5 ml) was stirred for 16 h. The reaction mixture was evaporated to dryness, the residue was dissolved in dichloromethane and stirred with 5% sodium thiosulfate for 5 min. The organic layer was washed with 5% sodium bicarbonate and water (2×), dried over sodium sulfate and evaporated to dryness. The pure title compound was obtained after...